Dataset: the Open Reaction Database (ORD), a public repository of structured organic reaction records. Task: describe an organic reaction: reactants, conditions, products, and yield Reactants: C(C)OC(=O)C1=C(N=C(S1)C)NCC1=CC=CC=C1 (4-benzylamino-2-methyl-thiazole-5-carboxylic acid ethyl ester), ClS(=O)(=O)N=C=O (chlorosulfonyl isocyanate). Solvent: C(Cl)Cl (DCM). Reaction conditions: time 30 minute. Yields the product C(C)OC(=O)C1=C(N=C(S1)C)N(C(=O)N)CC1=CC=CC=C1 (4-(1-benzyl-ureido)-2-methyl-thiazole-5-carboxylic acid ethyl ester). As a reaction SMILES: [CH2:1]([O:3][C:4]([C:6]1[S:10][C:9]([CH3:11])=[N:8][C:7]=1[NH:12][CH2:13][C:14]1[CH:19]=[CH:18][CH:17]=[CH:16][CH:15]=1)=[O:5])[CH3:2].ClS([N:24]=[C:25]=[O:26])(=O)=O>C(Cl)Cl>[CH2:1]([O:3][C:4]([C:6]1[S:10][C:9]([CH3:11])=[N:8][C:7]=1[N:12]([CH2:13][C:14]1[CH:15]=[CH:16][CH:17]=[CH:18][CH:19]=1)[C:25]([NH2:24])=[O:26])=[O:5])[CH3:2]. Procedure details: To a solution of 4-benzylamino-2-methyl-thiazole-5-carboxylic acid ethyl ester (0.40 g, 1.45 mmol) in DCM (10 mL) was added chlorosulfonyl isocyanate (140 μL, 1.59 mmol) dropwise at −78° C. The mixture was allowed to warm to RT and stirred for 30 minutes. The resulting solution was concentrated in vacuo then dissolved in acetone (5 mL), before H2O (2 mL) was added dropwise. The mixture was stirred at RT for 30 minutes, then concentrated in vacuo. The resultant oil was partitioned between EtOAc a... Reactants: COc1ccc(C2=NN(C3CCNCC3)C(=O)C2(C)C)cc1OC, Cn1ccc2cc(S(=O)(=O)Cl)ccc21. The product is COc1ccc(C2=NN(C3CCN(S(=O)(=O)c4ccc5c(ccn5C)c4)CC3)C(=O)C2(C)C)cc1OC. RXN SMILES: [CH3:1][O:2][c:3]1[cH:4][c:5]([C:11]2=[N:15][N:14]([CH:16]3[CH2:17][CH2:18][NH:19][CH2:20][CH2:21]3)[C:13](=[O:22])[C:12]2([CH3:23])[CH3:24])[cH:6][cH:7][c:8]1[O:9][CH3:10].[CH3:25][n:26]1[cH:27][cH:28][c:29]2[cH:30][c:31]([S:35](=[O:36])(=[O:37])[Cl:38])[cH:32][cH:33][c:34]12>>[CH3:1][O:2][c:3]1[cH:4][c:5]([C:11]2=[N:15][N:14]([CH:16]3[CH2:17][CH2:18][N:19]([S:35]([c:31]4[cH:30][c:29]5[cH:28][cH:27][n:26]([CH3:25])[c:34]5[cH:33][cH:32]4)(=[O:36])=[O:37])[CH2:20][CH2:21]3)[C:13](=[O:22])[C:12]2([CH3:23])[CH3:24])[cH:6][cH:7][c:8]1[O:9][CH3:10]. The reactants are C1(=CC=CC=C1)C1=NN(C(=C1)C1=CC=CC=C1)CC1=C(C=C(CNC2=CC(=C(C=C2)CCC(=O)O)F)C=C1)OC(C)C (3-[4-({4-[(3,5-Diphenyl-1H-pyrazol-1-yl)methyl]-3-isopropoxybenzyl}amino)-2-fluorophenyl]propanoic acid), Cl.C(C)(=O)OCC (hydrogen chloride ethyl acetate). Run in C(C)(=O)OCC (ethyl acetate). Yields the product Cl.Cl.C1(=CC=CC=C1)C1=NN(C(=C1)C1=CC=CC=C1)CC1=C(C=C(CNC2=CC(=C(C=C2)CCC(=O)O)F)C=C1)OC(C)C (3-[4-({4-[(3,5-diphenyl-1H-pyrazol-1-yl)methyl]-3-isopropoxybenzyl}amino)-2-fluorophenyl]propanoic acid dihydrochloride). The yield is 90.7%. Reaction SMILES: [C:1]1([C:7]2[CH:11]=[C:10]([C:12]3[CH:17]=[CH:16][CH:15]=[CH:14][CH:13]=3)[N:9]([CH2:18][C:19]3[CH:38]=[CH:37][C:22]([CH2:23][NH:24][C:25]4[CH:30]=[CH:29][C:28]([CH2:31][CH2:32][C:33]([OH:35])=[O:34])=[C:27]([F:36])[CH:26]=4)=[CH:21][C:20]=3[O:39][CH:40]([CH3:42])[CH3:41])[N:8]=2)[CH:6]=[CH:5][CH:4]=[CH:3][CH:2]=1.[ClH:43].C(OCC)(=O)C>C(OCC)(=O)C>[ClH:43].[ClH:43].[C:1]1([C:7]2[CH:11]=[C:10]([C:12]3[CH:17]=[CH:16][CH:15]=[CH:14][CH:13]=3)[N:9]([CH2:18][C:19]3[CH:38]=[CH:37][C:22]([CH2:23][NH:24][C:25]4[CH:30]=[CH:29][C:28]([CH2:31][CH2:32][C:33]([OH:35])=[O:34])=[C:27]([F:36])[CH:26]=4)=[CH:21][C:20]=3[O:39][CH:40]([CH3:42])[CH3:41])[N:8]=2)[CH:6]=[CH:5][CH:4]=[CH:3][CH:2]=1 |f:1.2,4.5.6|. Reported procedure: 3-[4-({4-[(3,5-Diphenyl-1H-pyrazol-1-yl)methyl]-3-isopropoxybenzyl}amino)-2-fluorophenyl]propanoic acid (0.40 g, 0.71 mmol) was dissolved in ethyl acetate (4.0 mL), and 4 N hydrogen chloride/ethyl acetate solution (0.53 mL, 2.1 mmol) was added. The precipitated crystals were collected by filtration, washed with ethyl acetate and dried to give the title compound (0.41 g, yield 90%) as colorless crystals. Reactants: C1N2CN3CN1CN(C2)C3, CC(=O)O, Cc1ccccc1, O, Cc1ccc(O)c2c1C(C)(C)CCC2(C)C. Product: Cc1cc(C=O)c(O)c2c1C(C)(C)CCC2(C)C. RXN SMILES: [CH2:21]1[N:22]2[CH2:23][N:24]3[CH2:25][N:26]([CH2:27]2)[CH2:28][N:29]1[CH2:30]3.[CH3:17][C:18]([OH:19])=[O:20].[CH3:32][c:33]1[cH:34][cH:35][cH:36][cH:37][cH:38]1.[OH2:31].[OH:1][c:2]1[cH:3][cH:4][c:5]([CH3:16])[c:6]2[c:11]1[C:10]([CH3:12])([CH3:13])[CH2:9][CH2:8][C:7]2([CH3:14])[CH3:15]>>[OH:1][c:2]1[c:3]([CH:18]=[O:19])[cH:4][c:5]([CH3:16])[c:6]2[c:11]1[C:10]([CH3:12])([CH3:13])[CH2:9][CH2:8][C:7]2([CH3:14])[CH3:15]. Reactants: FC(C(=O)[O-])(F)F.C(C)OC(=O)C1=C([NH+]=C2N1CC(N2C2=C(C=C(C=C2C)C)C)=O)C (3-ethoxycarbonyl-2-methyl-6-oxo-7-(2,4,6-trimethyl-phenyl)-6,7-dihydro-5H-imidazo[1,2-a]imidazolium trifluoroacetate), P(=O)(Cl)(Cl)Cl (phosphorus oxychloride). Yields the product C(C)OC(=O)C1=C(N=C2N1C=C(N2C2=C(C=C(C=C2C)C)C)Cl)C (6-Chloro-2-methyl-7-(2,4,6-trimethyl-phenyl)-7H-imidazo[1,2-a]imidazole-3-carboxylic acid ethyl ester). Reaction SMILES: FC(F)(F)C([O-])=O.[CH2:8]([O:10][C:11]([C:13]1[N:17]2[CH2:18][C:19](=O)[N:20]([C:21]3[C:26]([CH3:27])=[CH:25][C:24]([CH3:28])=[CH:23][C:22]=3[CH3:29])[C:16]2=[NH+:15][C:14]=1[CH3:31])=[O:12])[CH3:9].P(Cl)(Cl)([Cl:34])=O>>[CH2:8]([O:10][C:11]([C:13]1[N:17]2[CH:18]=[C:19]([Cl:34])[N:20]([C:21]3[C:26]([CH3:27])=[CH:25][C:24]([CH3:28])=[CH:23][C:22]=3[CH3:29])[C:16]2=[N:15][C:14]=1[CH3:31])=[O:12])[CH3:9] |f:0.1|. Reported procedure: A solution of 3-ethoxycarbonyl-2-methyl-6-oxo-7-(2,4,6-trimethyl-phenyl)-6,7-dihydro-5H-imidazo[1,2-a]imidazolium trifluoroacetate (22.2 mg, 0.050 mmol) in phosphorus oxychloride (1 mL) was heated at 150° C. for 48 h. The excess of phosphorus oxychloride was removed under reduced pressure, the residue was dissolved in saturated aqueous solution of sodium bicarbonate (20 mL) and extracted with ethyl acetate (5×20 mL). The combined organic extracts were dried with MgSO4. The solvent was removed un...